From a dataset of the Open Reaction Database (ORD), a public repository of structured organic reaction records. describe an organic reaction: reactants, conditions, products, and yield Starting materials: Cc1ccccc1, Cc1ccc(S(=O)(=O)N2C(C(=O)O)CCC2c2ccc(F)cc2)cc1, O=S(Cl)Cl. The product is Cc1ccc(S(=O)(=O)N2C(C(=O)Cl)CCC2c2ccc(F)cc2)cc1. Reaction SMILES: [CH3:30][c:31]1[cH:32][cH:33][cH:34][cH:35][cH:36]1.[F:1][c:2]1[cH:3][cH:4][c:5]([CH:8]2[CH2:9][CH2:10][CH:11]([C:23](=[O:24])[OH:25])[N:12]2[S:13](=[O:14])(=[O:15])[c:16]2[cH:17][cH:18][c:19]([CH3:22])[cH:20][cH:21]2)[cH:6][cH:7]1.[S:26]([Cl:27])([Cl:28])=[O:29]>>[F:1][c:2]1[cH:3][cH:4][c:5]([CH:8]2[CH2:9][CH2:10][CH:11]([C:23](=[O:25])[Cl:28])[N:12]2[S:13](=[O:14])(=[O:15])[c:16]2[cH:17][cH:18][c:19]([CH3:22])[cH:20][cH:21]2)[cH:6][cH:7]1. The reactants are CCOC(=O)N1CCC(c2cn(CCc3ccsc3)c3ccccc23)CC1, CC(C)O, [K+], [OH-]. Yields the product c1ccc2c(c1)c(C1CCNCC1)cn2CCc1ccsc1. As a reaction SMILES: [CH2:1]([O:2][C:3](=[O:4])[N:6]1[CH2:7][CH2:8][CH:9]([c:12]2[cH:13][n:14]([CH2:21][CH2:22][c:23]3[cH:24][s:25][cH:26][cH:27]3)[c:15]3[cH:16][cH:17][cH:18][cH:19][c:20]23)[CH2:10][CH2:11]1)[CH3:5].[CH:30]([OH:31])([CH3:32])[CH3:33].[K+:29].[OH-:28]>>[NH:6]1[CH2:7][CH2:8][CH:9]([c:12]2[cH:13][n:14]([CH2:21][CH2:22][c:23]3[cH:24][s:25][cH:26][cH:27]3)[c:15]3[cH:16][cH:17][cH:18][cH:19][c:20]23)[CH2:10][CH2:11]1.